This data is from the Open Reaction Database (ORD), a public repository of structured organic reaction records. The task is: describe an organic reaction: reactants, conditions, products, and yield Starting materials: C(C1=CC=CC=C1)OC=1C=CC(=NC1)C=C1C(NC(C(N1)=O)=CCC1=CC=CC=C1)=O (3-[(5-benzyloxypyridin-2-yl)methylidene]-6-(benzylmethylidene)piperazine-2,5-dione), [OH-].[Na+] (NaOH), O (water). Reagents/catalysts: [Pd] (palladium/charcoal). Solvent: CO (methanol). The product is OC=1C=CC(=NC1)C=C1C(NC(C(N1)=O)=CCC1=CC=CC=C1)=O (3-[(5-hydroxypyrid-in-2-yl)methylidene]-6-(benzylmethylidene)piperazine-2,5-dione). Yield: 69.1%. Reaction SMILES: C([O:8][C:9]1[CH:10]=[CH:11][C:12]([CH:15]=[C:16]2[NH:21][C:20](=[O:22])[C:19](=[CH:23][CH2:24][C:25]3[CH:30]=[CH:29][CH:28]=[CH:27][CH:26]=3)[NH:18][C:17]2=[O:31])=[N:13][CH:14]=1)C1C=CC=CC=1.[OH-].[Na+].O>CO.[Pd]>[OH:8][C:9]1[CH:10]=[CH:11][C:12]([CH:15]=[C:16]2[NH:21][C:20](=[O:22])[C:19](=[CH:23][CH2:24][C:25]3[CH:26]=[CH:27][CH:28]=[CH:29][CH:30]=3)[NH:18][C:17]2=[O:31])=[N:13][CH:14]=1 |f:1.2|. Procedure: Compound B (0.5 g) and NaOH (0.5 g) were dissolved in 100 mL of methanol. The mixture was hydrogenated in the presence of 0.5 g of palladium/charcoal under 1 atmospheric pressure. After the completion of the reaction as monitored by TLC, the catalyst was removed by filtration and the filtrate was evaporated in vacuo to produce a residue, which was dissolved with 50 mL of water. The obtained aqueous solution was adjusted to PH=7. A precipitate was formed and collected to give a 0.27 g (70%) of 3-... The reactants are N#Cc1ccc(Cl)cc1NC(=O)c1cc(N2CCCCC2)ccc1OCc1ccccc1, COCCOC, ClC(Cl)Cl, [Na+], [Na+], O=C([O-])[O-], O, O=C(O)CC(O)(CC(=O)O)C(=O)O, O=BOc1ccccc1. Yields the product N#Cc1ccc(-c2ccccc2)cc1NC(=O)c1cc(N2CCCCC2)ccc1OCc1ccccc1. RXN SMILES: [CH2:16]([c:17]1[cH:18][cH:19][cH:20][cH:21][cH:22]1)[O:23][c:24]1[c:25]([C:26](=[O:27])[NH:28][c:29]2[c:30]([C:36]#[N:37])[cH:31][cH:32][c:33]([Cl:35])[cH:34]2)[cH:38][c:39]([N:42]2[CH2:43][CH2:44][CH2:45][CH2:46][CH2:47]2)[cH:40][cH:41]1.[CH3:65][O:66][CH2:67][CH2:68][O:69][CH3:70].[CH:61]([Cl:62])([Cl:63])[Cl:64].[Na+:10].[Na+:11].[O-:12][C:13](=[O:14])[O-:15].[OH2:71].[OH:48][C:49]([CH2:50][C:51]([C:52](=[O:53])[OH:54])([CH2:55][C:56](=[O:57])[OH:58])[OH:59])=[O:60].[c:1]1([O:7][B:8]=[O:9])[cH:2][cH:3][cH:4][cH:5][cH:6]1>>[c:1]1(-[c:33]2[cH:32][cH:31][c:30]([C:36]#[N:37])[c:29]([NH:28][C:26]([c:25]3[c:24]([O:23][CH2:16][c:17]4[cH:18][cH:19][cH:20][cH:21][cH:22]4)[cH:41][cH:40][c:39]([N:42]4[CH2:43][CH2:44][CH2:45][CH2:46][CH2:47]4)[cH:38]3)=[O:27])[cH:34]2)[cH:2][cH:3][cH:4][cH:5][cH:6]1. Starting materials: CC(C)C[Al+]CC(C)C, C=CC1OC(C)(C)OC1C(CC#N)OC(C)OCC, Cc1ccccc1, [H-], O=S(=O)(O)O. Yields the product C=CC1OC(C)(C)OC1C(CC=O)OC(C)OCC. As a reaction SMILES: [CH2:21]([Al+:22][CH2:23][CH:24]([CH3:25])[CH3:26])[CH:27]([CH3:28])[CH3:29].[CH3:1][C:2]1([CH3:19])[O:3][CH:4]([CH:5]([CH2:6][C:7]#[N:8])[O:9][CH:10]([CH3:11])[O:12][CH2:13][CH3:14])[CH:15]([CH:16]=[CH2:17])[O:18]1.[CH3:35][c:36]1[cH:37][cH:38][cH:39][cH:40][cH:41]1.[H-:20].[S:30]([OH:31])(=[O:32])(=[O:33])[OH:34]>>[CH3:1][C:2]1([CH3:19])[O:3][CH:4]([CH:5]([CH2:6][CH:7]=[O:31])[O:9][CH:10]([CH3:11])[O:12][CH2:13][CH3:14])[CH:15]([CH:16]=[CH2:17])[O:18]1. Starting materials: O=C([O-])O, CCOC(=O)c1cc(-c2ccc(OCc3cccnc3)cc2OC(CCC(=O)OC(C)(C)C)c2ccccc2C)n[nH]1, [Na+], O=C(O)C(F)(F)F. Yields the product CCOC(=O)c1cc(-c2ccc(OCc3cccnc3)cc2OC(CCC(=O)O)c2ccccc2C)n[nH]1. RXN SMILES: [C:43](=[O:44])([OH:45])[O-:46].[CH2:1]([CH3:2])[O:3][C:4](=[O:5])[c:6]1[cH:7][c:8](-[c:11]2[c:12]([O:13][CH:14]([CH2:15][CH2:16][C:17](=[O:18])[O:19][C:20]([CH3:21])([CH3:22])[CH3:23])[c:24]3[c:25]([CH3:30])[cH:26][cH:27][cH:28][cH:29]3)[cH:31][c:32]([O:35][CH2:36][c:37]3[cH:38][n:39][cH:40][cH:41][cH:42]3)[cH:33][cH:34]2)[n:9][nH:10]1.[Na+:47].[OH:48][C:49]([C:50]([F:51])([F:52])[F:53])=[O:54]>>[CH2:1]([CH3:2])[O:3][C:4](=[O:5])[c:6]1[cH:7][c:8](-[c:11]2[c:12]([O:13][CH:14]([CH2:15][CH2:16][C:17](=[O:18])[OH:19])[c:24]3[c:25]([CH3:30])[cH:26][cH:27][cH:28][cH:29]3)[cH:31][c:32]([O:35][CH2:36][c:37]3[cH:38][n:39][cH:40][cH:41][cH:42]3)[cH:33][cH:34]2)[n:9][nH:10]1.